This data is from the Open Reaction Database (ORD), a public repository of structured organic reaction records. The task is: describe an organic reaction: reactants, conditions, products, and yield Reactants: O=[O+][O-] (ozone), O=[O+][O-] (ozone), C(C=CC)C1C2(C3=CC=C(C=C3C1=O)C)CCCC2 ((RS)-2'-(2-buten-1-yl)-5'-methyl-2',3'-dihydro-spiro[cyclopentane-1,1'-[1H]indene]-3'-one). Run in ClCCl (dichloromethane), CO (methanol). Conditions: time 60 minute. Product: O=CCC1C2(C3=CC=C(C=C3C1=O)C)CCCC2 ((RS)-2'-(2-oxoethyl)-5'-methyl-2',3'-dihydro-spiro[cyclopentane-1,1'-[1H]indene]-3'-one). Isolated yield 99.0%. As a reaction SMILES: [O:1]=[O+][O-].[CH2:4]([CH:8]1[C:16](=[O:17])[C:15]2[C:10](=[CH:11][CH:12]=[C:13]([CH3:18])[CH:14]=2)[C:9]21[CH2:22][CH2:21][CH2:20][CH2:19]2)[CH:5]=CC>ClCCl.CO>[O:1]=[CH:5][CH2:4][CH:8]1[C:16](=[O:17])[C:15]2[C:10](=[CH:11][CH:12]=[C:13]([CH3:18])[CH:14]=2)[C:9]21[CH2:22][CH2:21][CH2:20][CH2:19]2. Procedure: An ozone stream (3 g ozone/hour) was conducted for 60 minutes while stirring through a solution, cooled to -70°, of 12.7 g of (RS)-2'-(2-buten-1-yl)-5'-methyl-2',3'-dihydro-spiro[cyclopentane-1,1'-[1H]indene]-3'-one in 250 ml of anhydrous dichloromethane and 50 ml of anhydrous methanol. Subsequently, the solution was flushed with oxygen for 5 minutes and with argon for 10 minutes. After the addition of 5.54 ml of dimethyl sulfide, the mixture was stirred at room temperature for 17 hours. The rea... The reactants are CN(C)C=O, C=C(C)n1c(=O)[nH]c2ccccc21, ClCCCCCCl, [H-], [Na+]. Yields the product C=C(C)n1c(=O)n(CCCCCCl)c2ccccc21. As a reaction SMILES: [CH3:23][N:24]([CH3:25])[CH:26]=[O:27].[CH3:3][C:4](=[CH2:5])[n:6]1[c:7](=[O:15])[nH:8][c:9]2[c:10]1[cH:11][cH:12][cH:13][cH:14]2.[Cl:16][CH2:17][CH2:18][CH2:19][CH2:20][CH2:21][Cl:22].[H-:1].[Na+:2]>>[CH3:3][C:4](=[CH2:5])[n:6]1[c:7](=[O:15])[n:8]([CH2:21][CH2:20][CH2:19][CH2:18][CH2:17][Cl:16])[c:9]2[c:10]1[cH:11][cH:12][cH:13][cH:14]2. Starting materials: COC=1C=C(C=CC1OC)C(C(=O)OCC)=O (ethyl 3,4-dimethoxyphenylglyoxylate), C(C)=P(C1=CC=CC=C1)(C1=CC=CC=C1)C1=CC=CC=C1 (ethylidenetriphenylphosphorane). Reagents/catalysts: [Br-].C(C)[P+](C1=CC=CC=C1)(C1=CC=CC=C1)C1=CC=CC=C1 (ethyltriphenylphosphonium bromide). The solvent is CCOCC (ether), C(C)OCC (diethyl ether). Yields the product COC=1C=C(C=CC1OC)/C(/C(=O)OCC)=C\C (Ethyl α-(3,4-dimethoxyphenyl)crotonate). RXN SMILES: [CH:1](=P(C1C=CC=CC=1)(C1C=CC=CC=1)C1C=CC=CC=1)[CH3:2].[CH3:22][O:23][C:24]1[CH:25]=[C:26]([C:32](=O)[C:33]([O:35][CH2:36][CH3:37])=[O:34])[CH:27]=[CH:28][C:29]=1[O:30][CH3:31]>[Br-].C([P+](C1C=CC=CC=1)(C1C=CC=CC=1)C1C=CC=CC=1)C.CCOCC>[CH3:22][O:23][C:24]1[CH:25]=[C:26](/[C:32](=[CH:1]\[CH3:2])/[C:33]([O:35][CH2:36][CH3:37])=[O:34])[CH:27]=[CH:28][C:29]=1[O:30][CH3:31] |f:2.3|. Procedure: To a diethyl ether solution of ethylidenetriphenylphosphorane prepared in the usual way from 800 g. of ethyltriphenylphosphonium bromide, 400 g. of ethyl 3,4-dimethoxyphenylglyoxylate in 600 ml. of ether are added dropwise. After refluxing for 4-5 hours, the solvent is evaporated and substituted with tetrahydrofuran. The mixture is then heated for 36 hours and then evaporated to dryness and the residue is extracted with diethyl ether in a Soxhlet apparatus giving 150 g. of the title compound. Pu... Starting materials: Cc1cccc(C(=O)Cl)c1, CCOC(=N)N1Cc2ccccc2-c2ccccc2C1. Product: CCOC(=NC(=O)c1cccc(C)c1)N1Cc2ccccc2-c2ccccc2C1. Reaction SMILES: [c:21]1([CH3:30])[cH:22][c:23]([C:27](=[O:28])[Cl:29])[cH:24][cH:25][cH:26]1.[cH:1]1[cH:2][cH:3][cH:4][c:5]2[c:11]1-[c:10]1[c:9]([cH:15][cH:14][cH:13][cH:12]1)[CH2:8][N:7]([C:16]([O:17][CH2:18][CH3:19])=[NH:20])[CH2:6]2>>[cH:1]1[cH:2][cH:3][cH:4][c:5]2[c:11]1-[c:10]1[c:9]([cH:15][cH:14][cH:13][cH:12]1)[CH2:8][N:7]([C:16]([O:17][CH2:18][CH3:19])=[N:20][C:27]([c:23]1[cH:22][c:21]([CH3:30])[cH:26][cH:25][cH:24]1)=[O:28])[CH2:6]2. Starting materials: BrC1=CC(=CC=2N(C(=NC21)C)CC2=CC=CC1=CC=CC=C21)N2CCOCC2 (4-bromo-2-methyl-6-(4-morpholinyl)-1-(1-naphthalenylmethyl)-1H-benzimidazole), N1N=CC=C1B(O)O (1H-pyrazol-5-ylboronic acid), C(=O)([O-])[O-].[Cs+].[Cs+] (Cs2CO3), P(C(C)(C)C)(C(C)(C)C)C(C)(C)C (P(t-Bu)3). The reagents and catalysts are C=1C=CC(=CC1)/C=C/C(=O)/C=C/C2=CC=CC=C2.C=1C=CC(=CC1)/C=C/C(=O)/C=C/C2=CC=CC=C2.[Pd] (Pd(dba)2). Solvent: O1CCOCC1 (dioxane), O (water). Reaction conditions: temperature 100 celsius, time 18 hour. Yields the product CC1=NC2=C(N1CC1=CC=CC3=CC=CC=C13)C=C(C=C2C2=CC=NN2)N2CCOCC2 (2-methyl-6-(4-morpholinyl)-1-(1-naphthalenylmethyl)-4-(1H-pyrazol-5-yl)-1H-benzimidazole). As a reaction SMILES: Br[C:2]1[C:10]2[N:9]=[C:8]([CH3:11])[N:7]([CH2:12][C:13]3[C:22]4[C:17](=[CH:18][CH:19]=[CH:20][CH:21]=4)[CH:16]=[CH:15][CH:14]=3)[C:6]=2[CH:5]=[C:4]([N:23]2[CH2:28][CH2:27][O:26][CH2:25][CH2:24]2)[CH:3]=1.[NH:29]1[C:33](B(O)O)=[CH:32][CH:31]=[N:30]1.C([O-])([O-])=O.[Cs+].[Cs+].P(C(C)(C)C)(C(C)(C)C)C(C)(C)C>O1CCOCC1.O.C1C=CC(/C=C/C(/C=C/C2C=CC=CC=2)=O)=CC=1.C1C=CC(/C=C/C(/C=C/C2C=CC=CC=2)=O)=CC=1.[Pd]>[CH3:11][C:8]1[N:7]([CH2:12][C:13]2[C:22]3[C:21](=[CH:20][CH:19]=[CH:18][CH:17]=3)[CH:16]=[CH:15][CH:14]=2)[C:6]2[CH:5]=[C:4]([N:23]3[CH2:28][CH2:27][O:26][CH2:25][CH2:24]3)[CH:3]=[C:2]([C:31]3[NH:30][N:29]=[CH:33][CH:32]=3)[C:10]=2[N:9]=1 |f:2.3.4,8.9.10|. Procedure details: A mixture of 4-bromo-2-methyl-6-(4-morpholinyl)-1-(1-naphthalenylmethyl)-1H-benzimidazole (200 mg, 0.46 mmol), 1H-pyrazol-5-ylboronic acid (100 mg, 0.92 mmol), Pd(dba)2 (40 mg, 0.046 mmol), Cs2CO3 (300 mg, 0.92 mmol) and P(t-Bu)3 (10 wt % in hexane, 20 mg, 0.092 mmol) in dioxane (20 mL) and water (10 mL), was stirred at 100° C. for 18 h under a nitrogen atmosphere. The reaction mixture was cooled and then concentrated. The resulting residue was purified by silica gel chromatography eluted with E... The reactants are C=C(Cl)CC(O)c1ccccc1, Cl, NCCCN. Product: C#CCC(O)c1ccccc1. As a reaction SMILES: [Cl:1][C:2]([CH2:3][CH:4]([OH:5])[c:6]1[cH:7][cH:8][cH:9][cH:10][cH:11]1)=[CH2:12].[ClH:13].[NH2:14][CH2:15][CH2:16][CH2:17][NH2:18]>>[C:2]([CH2:3][CH:4]([OH:5])[c:6]1[cH:7][cH:8][cH:9][cH:10][cH:11]1)#[CH:12].